This data is from the Open Reaction Database (ORD), a public repository of structured organic reaction records. The task is: describe an organic reaction: reactants, conditions, products, and yield The reactants are C1(=CC=CC=C1)S(=O)(=O)CC=1N=C(NN1)C1=NC=CC=C1 (2-(5-benzenesulfonylmethyl-2H-[1,2,4]triazol-3-yl)-pyridine), ( E ), N1=CC(=CC=C1)\C=C/C#N ((Z)-3-pyridin-3-yl-acrylonitrile). Product: N1=C(C=CC=C1)C1=NN2C(C=C(C=C2N)C=2C=NC=CC2)=N1 (2-Pyridin-2-yl-7-pyridin-3-yl-[1,2,4]triazolo[1,5-a]pyridin-5-ylamine). Reaction SMILES: C1(S([CH2:10][C:11]2[N:12]=[C:13]([C:16]3[CH:21]=[CH:20][CH:19]=[CH:18][N:17]=3)[NH:14][N:15]=2)(=O)=O)C=CC=CC=1.[N:22]1[CH:27]=[CH:26][CH:25]=[C:24](/[CH:28]=[CH:29]\[C:30]#[N:31])[CH:23]=1>>[N:17]1[CH:18]=[CH:19][CH:20]=[CH:21][C:16]=1[C:13]1[N:12]=[C:11]2[CH:10]=[C:28]([C:24]3[CH:23]=[N:22][CH:27]=[CH:26][CH:25]=3)[CH:29]=[C:30]([NH2:31])[N:15]2[N:14]=1. Reported procedure: The title compound, MS m/e (%):288 (M+,100), was prepared in accordance with the general method of example 1 from 2-(5-benzenesulfonylmethyl-2H-[1,2,4]triazol-3-yl)-pyridine and (E)/(Z)-3-pyridin-3-yl-acrylonitrile. Reactants: COCC1=C(C(=O)OC)C(c2ccc(F)c(F)c2)N(C(=O)NCCCN2CC=C(c3cccc(NC(C)=O)c3)CC2)C(=O)N1, [H]. The product is COCC1=C(C(=O)OC)C(c2ccc(F)c(F)c2)N(C(=O)NCCCN2CCC(c3cccc(NC(C)=O)c3)CC2)C(=O)N1. As a reaction SMILES: [CH3:1][O:2][C:3](=[O:4])[C:5]1=[C:10]([CH2:11][O:12][CH3:13])[NH:9][C:8](=[O:14])[N:7]([C:15](=[O:16])[NH:17][CH2:18][CH2:19][CH2:20][N:21]2[CH2:22][CH2:23][C:24]([c:27]3[cH:28][c:29]([NH:33][C:34]([CH3:35])=[O:36])[cH:30][cH:31][cH:32]3)=[CH:25][CH2:26]2)[CH:6]1[c:37]1[cH:38][c:39]([F:44])[c:40]([F:43])[cH:41][cH:42]1.[H:45]>>[CH3:1][O:2][C:3](=[O:4])[C:5]1=[C:10]([CH2:11][O:12][CH3:13])[NH:9][C:8](=[O:14])[N:7]([C:15](=[O:16])[NH:17][CH2:18][CH2:19][CH2:20][N:21]2[CH2:22][CH2:23][CH:24]([c:27]3[cH:28][c:29]([NH:33][C:34]([CH3:35])=[O:36])[cH:30][cH:31][cH:32]3)[CH2:25][CH2:26]2)[CH:6]1[c:37]1[cH:38][c:39]([F:44])[c:40]([F:43])[cH:41][cH:42]1. The product is CCOC(=O)C(Oc1ccccc1)C(=O)OCC. Reactants: O=C([O-])[O-], CC(C)=O, CCOC(=O)C(Cl)C(=O)OCC, [K+], [K+], Oc1ccccc1. Reaction SMILES: [C:1](=[O:2])([O-:3])[O-:4].[CH3:26][C:27](=[O:28])[CH3:29].[Cl:14][CH:15]([C:16](=[O:17])[O:18][CH2:19][CH3:20])[C:21](=[O:22])[O:23][CH2:24][CH3:25].[K+:5].[K+:6].[OH:7][c:8]1[cH:9][cH:10][cH:11][cH:12][cH:13]1>>[O:7]([c:8]1[cH:9][cH:10][cH:11][cH:12][cH:13]1)[CH:15]([C:16](=[O:17])[O:18][CH2:19][CH3:20])[C:21](=[O:22])[O:23][CH2:24][CH3:25]. Reactants: C(C1=CC=CC=C1)OC(=O)C1(CCCC1)N(CCC(=O)OC)S(=O)(=O)C1=CC=C(C=C1)C1=CC=C(C=C1)F (1-[(4'-fluorobiphenyl-4-sulfonyl)-(2-methoxycarbonylethyl)amino]-cyclopentane-1-carboxylic acid benzyl ester). The reagents and catalysts are [Pd] (palladium on activated carbon). Run in CO (methanol). Product: FC1=CC=C(C=C1)C1=CC=C(C=C1)S(=O)(=O)N(C1(CCCC1)C(=O)O)CCC(=O)OC (1-[(4'-fluorobiphenyl-4-sulfonyl)-(2-methoxycarbonylethyl)amino]cyclopentane-1-carboxylic acid). The yield is 100.3%. RXN SMILES: C([O:8][C:9]([C:11]1([N:16]([S:23]([C:26]2[CH:31]=[CH:30][C:29]([C:32]3[CH:37]=[CH:36][C:35]([F:38])=[CH:34][CH:33]=3)=[CH:28][CH:27]=2)(=[O:25])=[O:24])[CH2:17][CH2:18][C:19]([O:21][CH3:22])=[O:20])[CH2:15][CH2:14][CH2:13][CH2:12]1)=[O:10])C1C=CC=CC=1>CO.[Pd]>[F:38][C:35]1[CH:34]=[CH:33][C:32]([C:29]2[CH:30]=[CH:31][C:26]([S:23]([N:16]([CH2:17][CH2:18][C:19]([O:21][CH3:22])=[O:20])[C:11]3([C:9]([OH:10])=[O:8])[CH2:15][CH2:14][CH2:13][CH2:12]3)(=[O:24])=[O:25])=[CH:27][CH:28]=2)=[CH:37][CH:36]=1. Reported procedure: A solution of 1-[(4'-fluorobiphenyl-4-sulfonyl)-(2-methoxycarbonylethyl)amino]-cyclopentane-1-carboxylic acid benzyl ester (12.1 grams, 22.4 mmole) in methanol (270 mL) was treated with 10% palladium on activated carbon and hydrogenated in a Parr™ shaker at 3 atmospheres pressure for 3.5 hours. After filtration through nylon (pore size 0.45 μm) to remove the catalyst, the solvent was evaporated to afford 1-[(4'-fluorobiphenyl-4-sulfonyl)-(2-methoxycarbonylethyl)amino]cyclopentane-1-carboxylic ac... Reaction SMILES: [ClH:1].[ClH:2].[ClH:3].[NH2:4][CH:5]([CH2:6][C:7]([NH2:8])=[O:9])[C:10](=[O:11])[N:12]1[CH2:13][CH2:14][N:15]([CH:18]2[CH2:19][CH2:20][N:21]([CH3:24])[CH2:22][CH2:23]2)[CH2:16][CH2:17]1.[nH:25]1[cH:26][cH:27][c:28]2[cH:29][cH:30][c:31]([C:34](=[O:35])[OH:36])[cH:32][c:33]12>>[NH:4]([CH:5]([CH2:6][C:7]([NH2:8])=[O:9])[C:10](=[O:11])[N:12]1[CH2:13][CH2:14][N:15]([CH:18]2[CH2:19][CH2:20][N:21]([CH3:24])[CH2:22][CH2:23]2)[CH2:16][CH2:17]1)[C:34]([c:31]1[cH:30][cH:29][c:28]2[cH:27][cH:26][nH:25][c:33]2[cH:32]1)=[O:35]. Starting materials: Cl, Cl, Cl, CN1CCC(N2CCN(C(=O)C(N)CC(N)=O)CC2)CC1, O=C(O)c1ccc2cc[nH]c2c1. Product: CN1CCC(N2CCN(C(=O)C(CC(N)=O)NC(=O)c3ccc4cc[nH]c4c3)CC2)CC1. The reactants are CC(C)(C)OC(=O)N1CCCC1CNc1ncc(-c2cncnc2)nc1Oc1cccc(O)c1, ClCCl, [Na+], [OH-], O=C(O)C(F)(F)F, Oc1cccc(Oc2nc(-c3cncnc3)cnc2NCC2CCCN2)c1. Yields the product Cl, Oc1cccc(Oc2nc(-c3cncnc3)cnc2NCC2CCCN2)c1. Reaction SMILES: [C:28]([O:29][C:30]([N:31]1[CH2:32][CH2:33][CH2:34][CH:35]1[CH2:36][NH:37][c:38]1[c:39]([O:40][c:41]2[cH:42][cH:43][cH:44][c:45]([OH:46])[cH:47]2)[n:48][c:49](-[c:50]2[cH:51][n:52][cH:53][n:54][cH:55]2)[cH:56][n:57]1)=[O:58])([CH3:59])([CH3:60])[CH3:61].[Cl:71][CH2:72][Cl:73].[Na+:70].[OH-:69].[OH:62][C:63]([C:64]([F:65])([F:66])[F:67])=[O:68].[n:1]1[cH:2][n:3][cH:4][c:5](-[c:7]2[cH:8][n:9][c:10]([NH:21][CH2:22][CH:23]3[NH:24][CH2:25][CH2:26][CH2:27]3)[c:11]([O:13][c:14]3[cH:15][c:16]([OH:20])[cH:17][cH:18][cH:19]3)[n:12]2)[cH:6]1>>[ClH:71].[n:1]1[cH:2][n:3][cH:4][c:5](-[c:7]2[cH:8][n:9][c:10]([NH:21][CH2:22][CH:23]3[NH:24][CH2:25][CH2:26][CH2:27]3)[c:11]([O:13][c:14]3[cH:15][c:16]([OH:20])[cH:17][cH:18][cH:19]3)[n:12]2)[cH:6]1. Yields the product ClCCOc1c(Br)cccc1Br. As a reaction SMILES: [Br:16][CH2:17][CH2:18][Cl:19].[C:10](=[O:11])([O-:12])[O-:13].[K+:14].[K+:15].[O:20]=[CH:21][N:22]([CH3:23])[CH3:24].[OH:1][c:2]1[c:3]([Br:4])[cH:5][cH:6][cH:7][c:8]1[Br:9]>>[O:1]([c:2]1[c:3]([Br:4])[cH:5][cH:6][cH:7][c:8]1[Br:9])[CH2:17][CH2:18][Cl:19]. The reactants are ClCCBr, O=C([O-])[O-], [K+], [K+], CN(C)C=O, Oc1c(Br)cccc1Br. The reactants are C(C)(C)(C)C1=CC=C(C=C1)N1C(N(C(C1=O)(C)C)CC1=CC(=NC=C1)NC(C)=O)=O (N-(4-{[3-(4-tert-butylphenyl)-5,5-dimethyl-2,4-dioxoimidazolidin-1-yl]methyl}pyridin-2-yl)acetamide), Cl (hydrochloric acid), Cl (hydrochloric acid). The solvent is O1CCOCC1 (dioxane). Conditions: temperature 75 celsius, time 36 hour. Product: Cl.NC1=NC=CC(=C1)CN1C(N(C(C1(C)C)=O)C1=CC=C(C=C1)C(C)(C)C)=O (1-[(2-aminopyridin-4-yl)methyl]-3-(4-tert-butylphenyl)-5,5-dimethylimidazolidine-2,4-dione hydrochloride). As a reaction SMILES: [C:1]([C:5]1[CH:10]=[CH:9][C:8]([N:11]2[C:15](=[O:16])[C:14]([CH3:18])([CH3:17])[N:13]([CH2:19][C:20]3[CH:25]=[CH:24][N:23]=[C:22]([NH:26]C(=O)C)[CH:21]=3)[C:12]2=[O:30])=[CH:7][CH:6]=1)([CH3:4])([CH3:3])[CH3:2].[ClH:31]>O1CCOCC1>[ClH:31].[NH2:26][C:22]1[CH:21]=[C:20]([CH2:19][N:13]2[C:14]([CH3:18])([CH3:17])[C:15](=[O:16])[N:11]([C:8]3[CH:7]=[CH:6][C:5]([C:1]([CH3:4])([CH3:3])[CH3:2])=[CH:10][CH:9]=3)[C:12]2=[O:30])[CH:25]=[CH:24][N:23]=1 |f:3.4|. Reported procedure: To a solution of 1.8 g of N-(4-{[3-(4-tert-butylphenyl)-5,5-dimethyl-2,4-dioxoimidazolidin-1-yl]methyl}pyridin-2-yl)acetamide obtained in stage b) below in 40 mL of dioxane are added 20.8 mL of 1N hydrochloric acid solution. The mixture is heated at 75° C. for six hours, 42 mL of 1N hydrochloric acid solution are then added and stirring is continued for 36 hours at the same temperature. The solution is then concentrated under reduced pressure to give 1.4 g of 1-[(2-aminopyridin-4-yl)methyl]-3-(4...